This data is from the Open Reaction Database (ORD), a public repository of structured organic reaction records. The task is: describe an organic reaction: reactants, conditions, products, and yield Reactants: C(C)OC(=O)C(=CC1=CC=C(CCC2=CC=CC=3N2C=NC3)C=C1)C (5-[p-(2-Ethoxycarbonylprop-1-enyl)phenethyl]imidazo[1,5-a]pyridine). Solvent: [OH-].[Na+] (sodium hydroxide). Yields the product C(=O)(O)C(=CC1=CC=C(CCC2=CC=CC=3N2C=NC3)C=C1)C (5-[p-(2-carboxyprop-1-enyl)phenethyl]imidazo[1,5-a]pyridine). As a reaction SMILES: C([O:3][C:4]([C:6]([CH3:25])=[CH:7][C:8]1[CH:24]=[CH:23][C:11]([CH2:12][CH2:13][C:14]2[N:19]3[CH:20]=[N:21][CH:22]=[C:18]3[CH:17]=[CH:16][CH:15]=2)=[CH:10][CH:9]=1)=[O:5])C>[OH-].[Na+]>[C:4]([C:6]([CH3:25])=[CH:7][C:8]1[CH:24]=[CH:23][C:11]([CH2:12][CH2:13][C:14]2[N:19]3[CH:20]=[N:21][CH:22]=[C:18]3[CH:17]=[CH:16][CH:15]=2)=[CH:10][CH:9]=1)([OH:5])=[O:3] |f:1.2|. Procedure details: 5-[p-(2-Ethoxycarbonylprop-1-enyl)phenethyl]imidazo[1,5-a]pyridine (0.33 g) in 10 ml of 0.5N sodium hydroxide is refluxed for 3 hours, cooled and extracted with ether. The aqueous phase is adjusted to pH=6 and the resulting solid is filtered off to yield 5-[p-(2-carboxyprop-1-enyl)phenethyl]imidazo[1,5-a]pyridine. Reactants: CC1=CC2=NC=C(C(=C2S1)O)C(=O)OCC (ethyl 2-methyl-7-hydroxythieno[3,2-b]pyridine-6-carboxylate), C([O-])([O-])=O.[K+].[K+] (potassium carbonate), IC (iodomethane). Solvent: CN(C=O)C (dimethylformamide). Conditions: time 2 hour. Yields the product CC1=CC=2N(C=C(C(C2S1)=O)C(=O)OCC)C (ethyl 2,4-dimethyl-7-oxo-4,7-dihydrothieno[3,2-b]pyridine-6-carboxylate). Reaction SMILES: [CH3:1][C:2]1[S:10][C:9]2[C:4](=[N:5][CH:6]=[C:7]([C:12]([O:14][CH2:15][CH3:16])=[O:13])[C:8]=2[OH:11])[CH:3]=1.[C:17](=O)([O-])[O-].[K+].[K+].IC>CN(C)C=O>[CH3:1][C:2]1[S:10][C:9]2[C:8](=[O:11])[C:7]([C:12]([O:14][CH2:15][CH3:16])=[O:13])=[CH:6][N:5]([CH3:17])[C:4]=2[CH:3]=1 |f:1.2.3|. Procedure details: A mixture of ethyl 2-methyl-7-hydroxythieno[3,2-b]pyridine-6-carboxylate (21 g), potassium carbonate (12.2 g) and dry dimethylformamide (750 ml) was stirred at ambient temperature and iodomethane (6 ml) added. The mixture was stirred at ambient temperature for approximately 3.5 hours, then at 60° for 2 hours. The solvent was removed under reduced pressure to give a residue which on treatment with water (300 ml) gave the novel compound ethyl 2,4-dimethyl-7-oxo-4,7-dihydrothieno[3,2-b]pyridine-6-c... Reactants: FC1=CC=2C(=NC=3N(C=C(C(C3C2)=O)C(=O)O)C)C=C1F (7,8-difluoro-1-methyl-4-oxo-1,4-dihydrobenzo[b][1,8]naphthyridine-3-carboxylic acid), CS(=O)(=O)O.CS(=O)(=O)O.CC1(CNC1)N(C)C (3-methyl-3-(dimethylamino)azetidine dimethanesulphonate). Product: FC1=CC=2C(=NC=3N(C=C(C(C3C2)=O)C(=O)O)C)C=C1N1CC(C1)(N(C)C)C (7-fluoro-1-methyl-8-(3-methyl-3-dimethylamino-1-azetidinyl)-4-oxo-1,4-dihydrobenzo[b][1,8]naphthyridine-3-carboxylic acid). Isolated yield 81.2%. RXN SMILES: [F:1][C:2]1[C:20](F)=[CH:19][C:5]2=[N:6][C:7]3[N:8]([CH3:18])[CH:9]=[C:10]([C:15]([OH:17])=[O:16])[C:11](=[O:14])[C:12]=3[CH:13]=[C:4]2[CH:3]=1.CS(O)(=O)=O.CS(O)(=O)=O.[CH3:32][C:33]1([N:37]([CH3:39])[CH3:38])[CH2:36][NH:35][CH2:34]1>>[F:1][C:2]1[C:20]([N:35]2[CH2:36][C:33]([CH3:32])([N:37]([CH3:39])[CH3:38])[CH2:34]2)=[CH:19][C:5]2=[N:6][C:7]3[N:8]([CH3:18])[CH:9]=[C:10]([C:15]([OH:17])=[O:16])[C:11](=[O:14])[C:12]=3[CH:13]=[C:4]2[CH:3]=1 |f:1.2.3|. Procedure: 7-Fluoro-1-methyl-8-(3-methyl-3-dimethylamino-1-azetidinyl)-4-oxo-1,4-dihydrobenzo[b][1,8]naphthyridine-3-carboxylic acid was prepared under the conditions described in Example 15, but starting with 1.45 g of 7,8-difluoro-1-methyl-4-oxo-1,4-dihydrobenzo[b][1,8]naphthyridine-3-carboxylic acid and 2.45 g of 3-methyl-3-(dimethylamino)azetidine dimethanesulphonate. 1.56 g of 7-fluoro-1-methyl-8-(3-methyl-3-dimethylamino-1-azetidinyl)-4-oxo-1,4-dihydrobenzo[b][1,8]naphthyridine-3-carboxylic acid are ... The reactants are Cc1cc(CC(NC(=O)N2CCC(N3Cc4cccc(F)c4NC3=O)CC2)c2nnnn2CC2CCN(C(=O)OC(C)(C)C)CC2)cc2cn[nH]c12, ClCCl, O=C(O)C(F)(F)F. The product is Cc1cc(CC(NC(=O)N2CCC(N3Cc4cccc(F)c4NC3=O)CC2)c2nnnn2CC2CCNCC2)cc2cn[nH]c12. RXN SMILES: [C:1]([O:2][C:3](=[O:4])[N:8]1[CH2:9][CH2:10][CH:11]([CH2:14][n:15]2[n:16][n:17][n:18][c:19]2[CH:20]([CH2:21][c:22]2[cH:23][c:24]3[cH:25][n:26][nH:27][c:28]3[c:29]([CH3:31])[cH:30]2)[NH:32][C:33](=[O:34])[N:35]2[CH2:36][CH2:37][CH:38]([N:41]3[C:42](=[O:52])[NH:43][c:44]4[c:45]([F:51])[cH:46][cH:47][cH:48][c:49]4[CH2:50]3)[CH2:39][CH2:40]2)[CH2:12][CH2:13]1)([CH3:5])([CH3:6])[CH3:7].[CH2:60]([Cl:61])[Cl:62].[OH:53][C:54]([C:55]([F:56])([F:57])[F:58])=[O:59]>>[NH:8]1[CH2:9][CH2:10][CH:11]([CH2:14][n:15]2[n:16][n:17][n:18][c:19]2[CH:20]([CH2:21][c:22]2[cH:23][c:24]3[cH:25][n:26][nH:27][c:28]3[c:29]([CH3:31])[cH:30]2)[NH:32][C:33](=[O:34])[N:35]2[CH2:36][CH2:37][CH:38]([N:41]3[C:42](=[O:52])[NH:43][c:44]4[c:45]([F:51])[cH:46][cH:47][cH:48][c:49]4[CH2:50]3)[CH2:39][CH2:40]2)[CH2:12][CH2:13]1. The reactants are C1=CC=C(C=C1)N(C2=CC=CC=C2)C3=CC=C(C=C3)Br (4-bromo triphenylamine), NC1=CC=CC=C1 (aniline), CC(C)([O-])C.[Na+] (sodium tert-butoxide), Pd2(dba)3[(tris(dibenzilidene acetone)dipalladium(0))]. Reagents/catalysts: C(C)(C)(C)P(C(C)(C)C)C(C)(C)C (tri(tert-butyl)phosphine). The solvent is C1(=CC=CC=C1)C (toluene). Product: C1(=CC=CC=C1)N(C1=CC=C(C=C1)NC1=CC=CC=C1)C1=CC=CC=C1 (N,N,N′-triphenyl-p-phenylenediamine). Yield: 85.1%. RXN SMILES: [CH:1]1[CH:6]=[CH:5][C:4]([N:7]([C:14]2[CH:19]=[CH:18][C:17](Br)=[CH:16][CH:15]=2)[C:8]2[CH:13]=[CH:12][CH:11]=[CH:10][CH:9]=2)=[CH:3][CH:2]=1.[NH2:21][C:22]1[CH:27]=[CH:26][CH:25]=[CH:24][CH:23]=1.CC(C)([O-])C.[Na+]>C1(C)C=CC=CC=1.C(P(C(C)(C)C)C(C)(C)C)(C)(C)C>[C:4]1([N:7]([C:8]2[CH:13]=[CH:12][CH:11]=[CH:10][CH:9]=2)[C:14]2[CH:19]=[CH:18][C:17]([NH:21][C:22]3[CH:27]=[CH:26][CH:25]=[CH:24][CH:23]=3)=[CH:16][CH:15]=2)[CH:5]=[CH:6][CH:1]=[CH:2][CH:3]=1 |f:2.3|. Procedure details: 4-bromo triphenylamine 7.6 g(23.45 mmol), aniline 21.85 g(0.235 mol), sodium tert-butoxide 6.76 g(70 mmol), Pd2(dba)3[(tris(dibenzilidene acetone)dipalladium(0))] 0.86 g(0.938 mmol) and tri(tert-butyl)phosphine 0.23 g(1.173 mmol) in 500 ml round bottom flask were dissolved with toluene 200 ml, and refluxed for 12 hours. After the reaction was terminated, the reaction solution was cooled to room temperature, and 200 ml of distilled water was added thereto to extract an organic layer. The organic ... The reactants are ice water, BrC1=CC(=C(C=C1C)C(=O)C1=CC=C(C=C1)F)OC ((4-bromo-2-methoxy-5-methylphenyl)(4-fluorophenyl)methanone), B(Br)(Br)Br (BBr3). The solvent is C(Cl)Cl (CH2Cl2), solvent. Reaction conditions: temperature 0 celsius, time 1.5 hour. The product is BrC1=CC(=C(C=C1C)C(=O)C1=CC=C(C=C1)F)O ((4-Bromo-2-hydroxy-5-methylphenyl)(4-fluorophenyl)methanone). As a reaction SMILES: [Br:1][C:2]1[C:7]([CH3:8])=[CH:6][C:5]([C:9]([C:11]2[CH:16]=[CH:15][C:14]([F:17])=[CH:13][CH:12]=2)=[O:10])=[C:4]([O:18]C)[CH:3]=1.B(Br)(Br)Br>C(Cl)Cl>[Br:1][C:2]1[C:7]([CH3:8])=[CH:6][C:5]([C:9]([C:11]2[CH:16]=[CH:15][C:14]([F:17])=[CH:13][CH:12]=2)=[O:10])=[C:4]([OH:18])[CH:3]=1. Procedure: A solution of (4-bromo-2-methoxy-5-methylphenyl)(4-fluorophenyl)methanone (1.80 g, 5.57 mmol) in CH2Cl2 (6 mL) was added over 10 min to a 0° C. solution of BBr3 (1.05 mL, 11.1 mmol) in the same solvent (14 mL) and the resulting mixture was stirred at 0° C. After 1.5 h, the reaction mixture was poured into 200 mL of ice-water, vigorously stirred for 10 min and extracted with CHCl3 (3×). The combined organic extracts were washed with water and brine, dried (Na2SO4) and concentrated, affording the ... Starting materials: C2, solution, N-(methoxycarbonyl)-4-keto-Dproline methyl ester, COC([C@H]1N(CC(C1)=O)C(=O)OC)=O (N-(methoxycarbonyl)-4-keto-L-proline methyl ester), CCCCCCCCCCCCCCCC (hexadecane). Run in C(C)(=O)[O-].[Na+] (sodium acetate), ClCCl (dichloromethane). Reaction conditions: time 31 hour. Yields the product COC([C@@H]1N(CC(C1)=O)C(=O)OC)=O (N-(methoxycarbonyl)-4-keto-D-proline methyl ester). RXN SMILES: [CH3:1][O:2][C:3](=[O:14])[C@@H:4]1[CH2:8][C:7](=[O:9])[CH2:6][N:5]1[C:10]([O:12][CH3:13])=[O:11].CCCCCCCCCCCCCCCC>C([O-])(=O)C.[Na+].ClCCl>[CH3:1][O:2][C:3](=[O:14])[C@H:4]1[CH2:8][C:7](=[O:9])[CH2:6][N:5]1[C:10]([O:12][CH3:13])=[O:11] |f:2.3|. Reported procedure: An aqueous solution (5.0 mL) containing 25 mM N-(methoxycarbonyl)-4-keto-Dproline methyl ester and 25 mM N-(methoxycarbonyl)-4-keto-L-proline methyl ester in 0.200M sodium acetate (pH 5.0) was mixed with 2.5 g of immobilized Candida antartica lipase fraction B (Boehringer Mannheim, CHIRAZYME® L-2, c.-f., C2, lyo.) at 25° C. The reaction mixture was analyzed after 31 h by mixing the entire reaction mixture with 5.0 mL of 20 mM hexadecane in dichloromethane for 10 minutes, which resulted in the co...